Dataset: the Open Reaction Database (ORD), a public repository of structured organic reaction records. Task: describe an organic reaction: reactants, conditions, products, and yield Reactants: ClCC(=O)C1=CC(=C(C=C1)Cl)S(NC1CCCCCCC1)(=O)=O (2,4'-dichloro-3'-cyclooctylsulfamoylacetophenone), CNC(=S)NC (1,3-dimethylthiourea). Run in C(C)(=O)OCC (ethyl acetate). The product is Cl.ClC1=C(C=C(C=C1)C1(N(C(SC1)=NC)C)O)S(NC1CCCCCCC1)(=O)=O (4-(4-Chloro-3-cyclooctylsulfamoylphenyl)-3-methyl-2-methylimino-1,3-thiazolidine-4-ol-hydrochloride). Reaction SMILES: [Cl:1][CH2:2][C:3]([C:5]1[CH:10]=[CH:9][C:8]([Cl:11])=[C:7]([S:12](=[O:23])(=[O:22])[NH:13][CH:14]2[CH2:21][CH2:20][CH2:19][CH2:18][CH2:17][CH2:16][CH2:15]2)[CH:6]=1)=[O:4].[CH3:24][NH:25][C:26]([NH:28][CH3:29])=[S:27]>C(OCC)(=O)C>[ClH:1].[Cl:11][C:8]1[CH:9]=[CH:10][C:5]([C:3]2([OH:4])[CH2:2][S:27][C:26](=[N:25][CH3:24])[N:28]2[CH3:29])=[CH:6][C:7]=1[S:12](=[O:23])(=[O:22])[NH:13][CH:14]1[CH2:21][CH2:20][CH2:19][CH2:18][CH2:17][CH2:16][CH2:15]1 |f:3.4|. Procedure: 5.2 g of 2,4'-dichloro-3'-cyclooctylsulfamoylacetophenone and 1.8 g of 1,3-dimethylthiourea were reacted as prescribed in Example 23. To the reaction mixture were added 30 ml of ethyl acetate and the end product was filtered off. Colorless crystals, melting point: 192° C (decomposition).